From a dataset of the Open Reaction Database (ORD), a public repository of structured organic reaction records. describe an organic reaction: reactants, conditions, products, and yield The reactants are C(CCCCCCCCCCCCCCC)(=O)Cl (palmitoyl chloride), [O-2].[Mg+2] (magnesium oxide), O (water), OCCNCC(CNCCO)O (N,N'-bis(2-hydroxyethyl)-2-hydroxy-1,3-propanediamine). Solvent: O1CCOCC1 (1,4-dioxane). Yields the product OCCN(CC(CN(CCO)C(CCCCCCCCCCCCCCC)=O)O)C(CCCCCCCCCCCCCCC)=O (1,3-bis(N-(2-hydroxyethyl)-palmitoylamino)-2-hydroxypropane). The yield is 76.1%. As a reaction SMILES: [O-2:1].[Mg+2].O.[OH:4][CH2:5][CH2:6][NH:7][CH2:8][CH:9]([OH:15])[CH2:10][NH:11][CH2:12][CH2:13][OH:14].[C:16](Cl)(=[O:32])[CH2:17][CH2:18][CH2:19][CH2:20][CH2:21][CH2:22][CH2:23][CH2:24][CH2:25][CH2:26][CH2:27][CH2:28][CH2:29][CH2:30][CH3:31]>O1CCOCC1>[OH:4][CH2:5][CH2:6][N:7]([C:31](=[O:1])[CH2:30][CH2:29][CH2:28][CH2:27][CH2:26][CH2:25][CH2:24][CH2:23][CH2:22][CH2:21][CH2:20][CH2:19][CH2:18][CH2:17][CH3:16])[CH2:8][CH:9]([OH:15])[CH2:10][N:11]([C:16](=[O:32])[CH2:17][CH2:18][CH2:19][CH2:20][CH2:21][CH2:22][CH2:23][CH2:24][CH2:25][CH2:26][CH2:27][CH2:28][CH2:29][CH2:30][CH3:31])[CH2:12][CH2:13][OH:14] |f:0.1|. Reported procedure: Subsequently, into a 500 ml rounded-flask, were introduced 4.0 g of magnesium oxide and 80 g of distilled water. The mixture was stirred, and was added 8.9 g of N,N'-bis(2-hydroxyethyl)-2-hydroxy-1,3-propanediamine prepared above, and then was added 250 ml of 1,4-dioxane. 26.8 g of palmitoyl chloride was gradually added dropwise to the resulting mixture for 1 hour under violent stirring at a room temperature. After stirring for 2 hours, the mixture was filtered, and then the filtrate was mixed w...